This data is from the Open Reaction Database (ORD), a public repository of structured organic reaction records. The task is: describe an organic reaction: reactants, conditions, products, and yield Reactants: O=C1C(C2C=CC1N2C(=O)OC(C)(C)C)C(=O)OC (7-tert-butyl 2-methyl 3-oxo-7-azabicyclo[2.2.1]hept-5-ene-2,7-dicarboxylate). The reagents and catalysts are [Pd] (Pd/C). The solvent is CO (MeOH). Run at time 8 hour. The product is O=C1C(C2CCC1N2C(=O)OC(C)(C)C)C(=O)OC (7-tert-butyl 2-methyl 3-oxo-7-azabicyclo[2.2.1]heptane-2,7-dicarboxylate). As a reaction SMILES: [O:1]=[C:2]1[CH:7]2[N:8]([C:9]([O:11][C:12]([CH3:15])([CH3:14])[CH3:13])=[O:10])[CH:4]([CH:5]=[CH:6]2)[CH:3]1[C:16]([O:18][CH3:19])=[O:17]>[Pd].CO>[O:1]=[C:2]1[CH:7]2[N:8]([C:9]([O:11][C:12]([CH3:13])([CH3:14])[CH3:15])=[O:10])[CH:4]([CH2:5][CH2:6]2)[CH:3]1[C:16]([O:18][CH3:19])=[O:17]. Procedure details: A mixture of 7-tert-butyl 2-methyl 3-oxo-7-azabicyclo[2.2.1]hept-5-ene-2,7-dicarboxylate (50 g, 187.07 mmol, 1.00 equiv), MeOH (500 mL), and Pd/C (5 g, 10%) was stirred overnight at room temperature under a hydrogen atmosphere. The reaction was filtered, and the filtrate was concentrated under vacuum to afford 7-tert-butyl 2-methyl 3-oxo-7-azabicyclo[2.2.1]heptane-2,7-dicarboxylate.